describe an organic reaction: reactants, conditions, products, and yield From a dataset of the Open Reaction Database (ORD), a public repository of structured organic reaction records. The reactants are COC1=CC=C(C=C1)/C=C/C1=NC(=CC(=N1)O)C ((E)-2-[2-(4-methoxy-phenyl)-vinyl]-6-methyl-pyrimidin-4-ol), O=P(Cl)(Cl)Cl (POCl3). Yields the product ClC1=NC(=NC(=C1)C)\C=C\C1=CC=C(C=C1)OC ((E)-4-chloro-2-[2-(4-methoxy-phenyl)-vinyl]-6-methyl-pyrimidine). Isolated yield 94.7%. As a reaction SMILES: [CH3:1][O:2][C:3]1[CH:8]=[CH:7][C:6](/[CH:9]=[CH:10]/[C:11]2[N:16]=[C:15](O)[CH:14]=[C:13]([CH3:18])[N:12]=2)=[CH:5][CH:4]=1.O=P(Cl)(Cl)[Cl:21]>>[Cl:21][C:15]1[CH:14]=[C:13]([CH3:18])[N:12]=[C:11](/[CH:10]=[CH:9]/[C:6]2[CH:7]=[CH:8][C:3]([O:2][CH3:1])=[CH:4][CH:5]=2)[N:16]=1. Procedure: In analogy to example 12c), by heating (E)-2-[2-(4-methoxy-phenyl)-vinyl]-6-methyl-pyrimidin-4-ol (0.3 g, 1.24 mmol) in POCl3 (2.27 ml, 24.76 mmol) at 130° C. for 4.5 h there was obtained (E)-4-chloro-2-[2-(4-methoxy-phenyl)-vinyl]-6-methyl-pyrimidine (0.306 g, 94%) as a light yellow solid. EI mass spectrum, m/e: 260.1 (M calculated for C14H13ClN2O: 260).